This data is from the Open Reaction Database (ORD), a public repository of structured organic reaction records. The task is: describe an organic reaction: reactants, conditions, products, and yield The reactants are COc1cc(Br)c(CC(=O)O)cc1OC(F)F, O=C(Cl)C(=O)Cl, ClCCl, CN(C)C=O. Yields the product COc1cc(Br)c(CC(=O)O)cc1OC(F)F, [Cl-]. Reaction SMILES: [Br:1][c:2]1[c:3]([CH2:14][C:15](=[O:16])[OH:17])[cH:4][c:5]([O:10][CH:11]([F:12])[F:13])[c:6]([O:8][CH3:9])[cH:7]1.[Cl:18][C:19]([C:20]([Cl:21])=[O:22])=[O:23].[Cl:29][CH2:30][Cl:31].[O:24]=[CH:25][N:26]([CH3:27])[CH3:28]>>[Br:1][c:2]1[c:3]([CH2:14][C:15](=[O:16])[OH:17])[cH:4][c:5]([O:10][CH:11]([F:12])[F:13])[c:6]([O:8][CH3:9])[cH:7]1.[Cl-:18].